From a dataset of the Open Reaction Database (ORD), a public repository of structured organic reaction records. describe an organic reaction: reactants, conditions, products, and yield Starting materials: COC=1C=C(C=CC1C1=CN=CO1)NC(C(=O)NC(CN1CCNCC1)(C)C)=O (N-[3-methoxy-4-(5-oxazolyl)phenyl]-N′-[1,1-dimethyl-2-(1-piperazinyl)ethyl]oxalamide), C1(CCCCC1)C=O (cyclohexanecarboxaldehyde), C(C)(=O)O.ClCCl (acetic acid dichloromethane), C(C)(=O)O[BH-](OC(C)=O)OC(C)=O.[Na+] (sodium triacetoxyborohydride), C(C)(=O)O.ClCCl (acetic acid dichloromethane). Solvent: ClCCl (dichloromethane). Conditions: time 8 hour. Yields the product C1(CCCCC1)CN1CCN(CC1)CC(C)(C)NC(C(=O)NC1=CC(=C(C=C1)C1=CN=CO1)OC)=O (N-[2-[4-(Cyclohexylmethyl)-1-piperazinyl]-1,1-dimethylethyl]-N′-[3-methoxy-4-(5-oxazolyl)phenyl]oxalamide). As a reaction SMILES: [CH3:1][O:2][C:3]1[CH:4]=[C:5]([NH:14][C:15](=[O:29])[C:16]([NH:18][C:19]([CH3:28])([CH3:27])[CH2:20][N:21]2[CH2:26][CH2:25][NH:24][CH2:23][CH2:22]2)=[O:17])[CH:6]=[CH:7][C:8]=1[C:9]1[O:13][CH:12]=[N:11][CH:10]=1.[CH:30]1([CH:36]=O)[CH2:35][CH2:34][CH2:33][CH2:32][CH2:31]1.C(O)(=O)C.ClCCl.C(O[BH-](OC(=O)C)OC(=O)C)(=O)C.[Na+]>ClCCl>[CH:30]1([CH2:36][N:24]2[CH2:23][CH2:22][N:21]([CH2:20][C:19]([NH:18][C:16](=[O:17])[C:15]([NH:14][C:5]3[CH:6]=[CH:7][C:8]([C:9]4[O:13][CH:12]=[N:11][CH:10]=4)=[C:3]([O:2][CH3:1])[CH:4]=3)=[O:29])([CH3:27])[CH3:28])[CH2:26][CH2:25]2)[CH2:35][CH2:34][CH2:33][CH2:32][CH2:31]1 |f:2.3,4.5|. Procedure: A stirred solution of 48 mg of N-[3-methoxy-4-(5-oxazolyl)phenyl]-N′-[1,1-dimethyl-2-(1-piperazinyl)ethyl]oxalamide (1.2 mmol) and 13 mg of cyclohexanecarboxaldehyde (1.2 mmol) in 1 ml of a 5% acetic acid/dichloromethane mixture was treated with a solution of 38 mg of sodium triacetoxyborohydride (1.8 mmol) in 1 ml of a 5% acetic acid/dichloromethane mixture. After stirring overnight at room temperature the reaction mixture was diluted with 10 ml of dichloromethane and washed with 8 ml of a sodi... Run at time 16 hour. Reactants: C(#N)C=1C=C(CN2CCN(CC2)C2=CC=C(C=C2)N)C=CC1 (4-[4-(3-cyano-benzyl)-piperazin-1-yl]-phenylamine), CC=1C=CC=C(C1C1=CC=C(C=C1)C(F)(F)F)C(=O)O (6-methyl-4′-trifluoromethyl-biphenyl-2-carboxylic acid), C=1C=CC2=C(C1)N=NN2O (HOBt), CCN=C=NCCCN(C)C.Cl (EDCl). Procedure details: To a stirred solution of 4-[4-(3-cyano-benzyl)-piperazin-1-yl]-phenylamine (400 mg), 6-methyl-4′-trifluoromethyl-biphenyl-2-carboxylic acid (460 mg), HOBt (222 mg), and Et3N (166 mg) in CH2Cl2 (20 mL) was added at room temperature EDCl (315 mg) and the mixture was stirred at room temperature for 16 hours. The organic solution was then washed with water, with a saturated solution of NaHCO3 and dried over Na2SO4. After filtration and evaporation of the filtrate, the residue was purified by flash c... As a reaction SMILES: [C:1]([C:3]1[CH:4]=[C:5]([CH:20]=[CH:21][CH:22]=1)[CH2:6][N:7]1[CH2:12][CH2:11][N:10]([C:13]2[CH:18]=[CH:17][C:16]([NH2:19])=[CH:15][CH:14]=2)[CH2:9][CH2:8]1)#[N:2].[CH3:23][C:24]1[CH:25]=[CH:26][CH:27]=[C:28]([C:40](O)=[O:41])[C:29]=1[C:30]1[CH:35]=[CH:34][C:33]([C:36]([F:39])([F:38])[F:37])=[CH:32][CH:31]=1.C1C=CC2N(O)N=NC=2C=1.CCN=C=NCCCN(C)C.Cl>C(Cl)Cl.CCN(CC)CC>[C:1]([C:3]1[CH:4]=[C:5]([CH:20]=[CH:21][CH:22]=1)[CH2:6][N:7]1[CH2:12][CH2:11][N:10]([C:13]2[CH:18]=[CH:17][C:16]([NH:19][C:40]([C:28]3[C:29]([C:30]4[CH:35]=[CH:34][C:33]([C:36]([F:37])([F:39])[F:38])=[CH:32][CH:31]=4)=[C:24]([CH3:23])[CH:25]=[CH:26][CH:27]=3)=[O:41])=[CH:15][CH:14]=2)[CH2:9][CH2:8]1)#[N:2] |f:3.4|. Yields the product C(#N)C=1C=C(CN2CCN(CC2)C2=CC=C(C=C2)NC(=O)C=2C(=C(C=CC2)C)C2=CC=C(C=C2)C(F)(F)F)C=CC1 (6-Methyl-4′-trifluoromethyl-biphenyl-2-carboxylic Acid [4-[4-(3-cyano-benzyl)-piperazin-1-yl]-phenyl]-amide). Solvent: C(Cl)Cl (CH2Cl2), CCN(CC)CC (Et3N). Isolated yield 16.1%. The reactants are CCCCCC(C)C, CSc1onc(-c2ccccc2)c1-c1ccccc1, O=S(=O)(O)Cl, ClCCl, [NH4+], [OH-]. The product is CSc1onc(-c2ccccc2)c1-c1ccc(S(N)(=O)=O)cc1. RXN SMILES: [CH3:27][CH2:28][CH2:29][CH2:30][CH2:31][CH:32]([CH3:33])[CH3:34].[CH3:6][S:7][c:8]1[c:9](-[c:19]2[cH:20][cH:21][cH:22][cH:23][cH:24]2)[c:10](-[c:13]2[cH:14][cH:15][cH:16][cH:17][cH:18]2)[n:11][o:12]1.[Cl:1][S:2](=[O:3])(=[O:4])[OH:5].[Cl:35][CH2:36][Cl:37].[NH4+:25].[OH-:26]>>[S:2](=[O:3])(=[O:5])([c:22]1[cH:21][cH:20][c:19](-[c:9]2[c:8]([S:7][CH3:6])[o:12][n:11][c:10]2-[c:13]2[cH:14][cH:15][cH:16][cH:17][cH:18]2)[cH:24][cH:23]1)[NH2:25]. Starting materials: FC1=CC=C(C=C1)C(=CC(=O)OCC)CN1C2=C(C=3C=C(C=CC13)C)CN(CC2)C (ethyl 3-(4-fluorophenyl)-4-(1,2,3,4-tetrahydro-2,8-dimethylpyrido[4,3-b]indol-5-yl)but-2-enoate), [H][H] (hydrogen). The reagents and catalysts are [Pd] (Pd/C). Solvent: CCO (EtOH). Reaction conditions: time 24 hour. Yields the product CN1CC2=C(N(C=3C=CC(=CC23)C)CC(CC(=O)OCC)C2=CC=C(C=C2)F)CC1 (ethyl 4-(2,8-dimethyl-3,4-dihydro-1H-pyrido[4,3-b]indol-5(2H)-yl)-3-(4-fluorophenyl)butanoate). RXN SMILES: [F:1][C:2]1[CH:7]=[CH:6][C:5]([C:8]([CH2:15][N:16]2[C:24]3[CH:23]=[CH:22][C:21]([CH3:25])=[CH:20][C:19]=3[C:18]3[CH2:26][N:27]([CH3:30])[CH2:28][CH2:29][C:17]2=3)=[CH:9][C:10]([O:12][CH2:13][CH3:14])=[O:11])=[CH:4][CH:3]=1.[H][H]>CCO.[Pd]>[CH3:30][N:27]1[CH2:28][CH2:29][C:17]2[N:16]([CH2:15][CH:8]([C:5]3[CH:6]=[CH:7][C:2]([F:1])=[CH:3][CH:4]=3)[CH2:9][C:10]([O:12][CH2:13][CH3:14])=[O:11])[C:24]3[CH:23]=[CH:22][C:21]([CH3:25])=[CH:20][C:19]=3[C:18]=2[CH2:26]1. Reported procedure: To a solution of ethyl 3-(4-fluorophenyl)-4-(1,2,3,4-tetrahydro-2,8-dimethylpyrido[4,3-b]indol-5-yl)but-2-enoate (112 mg, 0.275 mmol) in EtOH (5 mL) was added 20 mg of 10% Pd/C. The reaction mixture was stirred at RT under a hydrogen atmosphere at 60 psi for 24 h. The hydrogen pressure was released and the reaction mixture was filtered through Celite, the catalyst rinsed with EtOH and the filtrate evaporated under reduced pressure to obtain the product. The reactants are COC(=O)C=1C=CC(=NC1)C(=O)O (5-(methoxycarbonyl)picolinic acid), C(C)(C)N (isopropylamine), C(C)(C)NC(=O)C1=NC=C(C(=O)OC)C=C1 (methyl 6-(isopropylcarbamoyl)nicotinate). Yields the product C(C)(C)NC(=O)C1=NC=C(C(=O)O)C=C1 (6-(isopropylcarbamoyl)nicotinic acid). As a reaction SMILES: COC(C1C=CC(C(O)=O)=NC=1)=O.C(N)(C)C.[CH:18]([NH:21][C:22]([C:24]1[CH:33]=[CH:32][C:27]([C:28]([O:30]C)=[O:29])=[CH:26][N:25]=1)=[O:23])([CH3:20])[CH3:19]>>[CH:18]([NH:21][C:22]([C:24]1[CH:33]=[CH:32][C:27]([C:28]([OH:30])=[O:29])=[CH:26][N:25]=1)=[O:23])([CH3:20])[CH3:19]. Procedure: 250 mg of 5-(methoxycarbonyl)picolinic acid was coupled to isopropylamine via Procedure G. Crude methyl 6-(isopropylcarbamoyl)nicotinate was hydrolyzed via Procedure M to yield 227 mg of 6-(isopropylcarbamoyl)nicotinic acid. 60 mg of 4-chloro-3-(pyridin-2-yl)aniline was coupled to 6-(isopropylcarbamoyl)nicotinic acid via Procedure G. The crude product was purified by reverse phase HPLC to yield N5-(4-chloro-3-(pyridin-2-yl)phenyl)-N2-isopropylpyridine-2,5-dicarboxamide. MS (Q1) 395.1 (M)+. Starting materials: C=CCC1(c2ccc(F)cc2)CCN(C(C)c2ccc(Br)cc2)C(=O)O1, OB(O)c1cncc(F)c1. Product: C=CCC1(c2ccc(F)cc2)CCN(C(C)c2ccc(-c3cncc(F)c3)cc2)C(=O)O1. RXN SMILES: [CH2:1]([CH:2]=[CH2:3])[C:4]1([c:20]2[cH:21][cH:22][c:23]([F:26])[cH:24][cH:25]2)[CH2:5][CH2:6][N:7]([CH:11]([CH3:12])[c:13]2[cH:14][cH:15][c:16]([Br:19])[cH:17][cH:18]2)[C:8](=[O:10])[O:9]1.[F:27][c:28]1[cH:29][c:30]([B:34]([OH:35])[OH:36])[cH:31][n:32][cH:33]1>>[CH2:1]([CH:2]=[CH2:3])[C:4]1([c:20]2[cH:21][cH:22][c:23]([F:26])[cH:24][cH:25]2)[CH2:5][CH2:6][N:7]([CH:11]([CH3:12])[c:13]2[cH:14][cH:15][c:16](-[c:30]3[cH:29][c:28]([F:27])[cH:33][n:32][cH:31]3)[cH:17][cH:18]2)[C:8](=[O:10])[O:9]1.